From a dataset of the Open Reaction Database (ORD), a public repository of structured organic reaction records. describe an organic reaction: reactants, conditions, products, and yield Product: C(C1=CC=CC=C1)C1=C(C=CC=C1)C (o-benzyltoluene). The reactants are 70, CC1=CC=CC=C1CCl (o-xylyl chloride), 170, 85, P(O)(O)(O)=O (phosphoric acid), FC(S(=O)(=O)O)(F)F (trifluoromethanesulfonic acid). Procedure details: A solution of 70 parts of o-xylyl chloride and 160 parts of benzene is added to a mixture of 170 parts of 85 per cent strength by weight phosphoric acid and 30 parts of trifluoromethanesulfonic acid at from 75° to 78° C, whilst stirring vigorously. After a further 6 hours, the organic phase is separated off and 79 parts (87.7% of theory) of o-benzyltoluene boiling at 98° C at 0.2 mm Hg are isolated by distillation. The solvent is C1=CC=CC=C1 (benzene). The yield is 87.7%. Reaction SMILES: [CH3:1][C:2]1[C:7]([CH2:8]Cl)=[CH:6][CH:5]=[CH:4][CH:3]=1.P(=O)(O)(O)O.FC(F)(F)S(O)(=O)=O>C1C=CC=CC=1>[CH2:8]([C:7]1[CH:6]=[CH:5][CH:4]=[CH:3][C:2]=1[CH3:1])[C:2]1[CH:7]=[CH:6][CH:5]=[CH:4][CH:3]=1. Reaction conditions: time 6 hour. The reactants are C(C)(C)OC1=C(C(=O)O)C=C(C=C1)S(=O)(=O)C (2-Isopropoxy-5-methanesulfonyl-benzoic acid), [NH4+] (ammonium). The product is C(C)(C)OC1=C(C(=O)N)C=C(C=C1)S(=O)(=O)C (2-Isopropoxy-5-methanesulfonyl-benzamide). RXN SMILES: [CH:1]([O:4][C:5]1[CH:13]=[CH:12][C:11]([S:14]([CH3:17])(=[O:16])=[O:15])=[CH:10][C:6]=1[C:7](O)=[O:8])([CH3:3])[CH3:2].[NH4+:18]>>[CH:1]([O:4][C:5]1[CH:13]=[CH:12][C:11]([S:14]([CH3:17])(=[O:16])=[O:15])=[CH:10][C:6]=1[C:7]([NH2:18])=[O:8])([CH3:3])[CH3:2]. Reported procedure: Prepared in analogy to Example A17(a) from 2-Isopropoxy-5-methanesulfonyl-benzoic acid (example B1) and ammonium hydroxyde. MS (m/e): 258.1 ([M+H+, 100%) Reactants: FC(F)(F)c1nnc2ccc(N3CCNCC3)nn12, O=Cc1cccc2c1OCCO2. The product is FC(F)(F)c1nnc2ccc(N3CCN(Cc4cccc5c4OCCO5)CC3)nn12. Reaction SMILES: [N:1]1([c:7]2[cH:8][cH:9][c:10]3[n:11]([n:12]2)[c:13]([C:16]([F:17])([F:18])[F:19])[n:14][n:15]3)[CH2:2][CH2:3][NH:4][CH2:5][CH2:6]1.[O:20]1[CH2:21][CH2:22][O:23][c:24]2[c:25]1[cH:26][cH:27][cH:28][c:29]2[CH:30]=[O:31]>>[N:1]1([c:7]2[cH:8][cH:9][c:10]3[n:11]([n:12]2)[c:13]([C:16]([F:17])([F:18])[F:19])[n:14][n:15]3)[CH2:2][CH2:3][N:4]([CH2:30][c:29]2[c:24]3[c:25]([cH:26][cH:27][cH:28]2)[O:20][CH2:21][CH2:22][O:23]3)[CH2:5][CH2:6]1. Starting materials: CO, CCOC(=O)Cn1c(=O)n(-c2c(C(C)C)csc2C)c2nc(C)nc(Cl)c21, [Na+], [OH-], O. The product is Cc1nc(Cl)c2c(n1)n(-c1c(C(C)C)csc1C)c(=O)n2CC(=O)O. Reaction SMILES: [CH3:30][OH:31].[Cl:1][c:2]1[c:3]2[n:4]([CH2:22][C:23](=[O:24])[O:25][CH2:26][CH3:27])[c:5](=[O:21])[n:6](-[c:12]3[c:13]([CH3:20])[s:14][cH:15][c:16]3[CH:17]([CH3:18])[CH3:19])[c:7]2[n:8][c:9]([CH3:11])[n:10]1.[Na+:29].[OH-:28].[OH2:32]>>[Cl:1][c:2]1[c:3]2[n:4]([CH2:22][C:23](=[O:24])[OH:25])[c:5](=[O:21])[n:6](-[c:12]3[c:13]([CH3:20])[s:14][cH:15][c:16]3[CH:17]([CH3:18])[CH3:19])[c:7]2[n:8][c:9]([CH3:11])[n:10]1. The reactants are CCOC(C)=O, COc1ccc(OC)c(N)c1, CCCCCCC, O=C(O)C1CCCCC1, [Cl-], O. The product is COc1ccc(OC)c(NC(=O)C2CCCCC2)c1. As a reaction SMILES: [C:29]([O:30][CH2:31][CH3:32])(=[O:33])[CH3:34].[CH3:11][O:12][c:13]1[c:14]([NH2:15])[cH:16][c:17]([O:20][CH3:21])[cH:18][cH:19]1.[CH3:22][CH2:23][CH2:24][CH2:25][CH2:26][CH2:27][CH3:28].[CH:2]1([C:8](=[O:9])[OH:10])[CH2:3][CH2:4][CH2:5][CH2:6][CH2:7]1.[Cl-:1].[OH2:35]>>[CH:2]1([C:8](=[O:10])[NH:15][c:14]2[c:13]([O:12][CH3:11])[cH:19][cH:18][c:17]([O:20][CH3:21])[cH:16]2)[CH2:3][CH2:4][CH2:5][CH2:6][CH2:7]1.